The task is: describe an organic reaction: reactants, conditions, products, and yield. This data is from the Open Reaction Database (ORD), a public repository of structured organic reaction records. The reactants are CS(=O)(=O)OCC(F)(F)F, [H-], [Na+], O, O=[N+]([O-])c1ccc(O)cc1. Yields the product O=[N+]([O-])c1ccc(OCC(F)(F)F)cc1. As a reaction SMILES: [CH3:13][S:14]([O:15][CH2:18][C:19]([F:20])([F:21])[F:22])(=[O:16])=[O:17].[H-:1].[Na+:2].[OH2:23].[OH:3][c:4]1[cH:5][cH:6][c:7]([N+:10]([O-:11])=[O:12])[cH:8][cH:9]1>>[O:3]([c:4]1[cH:5][cH:6][c:7]([N+:10]([O-:11])=[O:12])[cH:8][cH:9]1)[CH2:18][C:19]([F:20])([F:21])[F:22]. Yields the product CN=C(C)C1CCSc2[nH]c3ccccc3c21. Reactants: CC(=O)C1CCSc2[nH]c3ccccc3c21, CN, CO, c1ccccc1. As a reaction SMILES: [C:3]([CH3:4])(=[O:5])[CH:6]1[CH2:7][CH2:8][S:9][c:10]2[nH:11][c:12]3[cH:13][cH:14][cH:15][cH:16][c:17]3[c:18]21.[CH3:1][NH2:2].[CH3:25][OH:26].[cH:19]1[cH:20][cH:21][cH:22][cH:23][cH:24]1>>[CH3:1][N:2]=[C:3]([CH3:4])[CH:6]1[CH2:7][CH2:8][S:9][c:10]2[nH:11][c:12]3[cH:13][cH:14][cH:15][cH:16][c:17]3[c:18]21. Starting materials: C(CC)C1=NC2=C(N1)C=CC=C2 (2-propyl-1H-benzo[d]imidazole), BrCC1=CC2=C(/C(/C3=C(OC2)C=C(C=C3)F)=C(\C#N)/C3CC3)C=C1 ((E)-2-(8-bromomethyl-3-fluorodibenzo[b,e]oxepin-11(6H)-ylidene)-2-cyclopropylacetonitrile). Yields the product C1(CC1)\C(\C#N)=C\1/C2=C(OCC3=C1C=CC(=C3)CN3C(=NC1=C3C=CC=C1)CCC)C=C(C=C2)F ((E)-2-cyclopropyl-2-{3-fluoro-8-[(2-propyl-1H-benzo[d]imidazol-1-yl)methyl]dibenzo[b,e]oxepin-11(6H)-ylidene)acetonitrile). Isolated yield 91.9%. Reaction SMILES: [CH2:1]([C:4]1[NH:8][C:7]2[CH:9]=[CH:10][CH:11]=[CH:12][C:6]=2[N:5]=1)[CH2:2][CH3:3].Br[CH2:14][C:15]1[CH:36]=[CH:35][C:18]2/[C:19](=[C:29](/[CH:32]3[CH2:34][CH2:33]3)\[C:30]#[N:31])/[C:20]3[CH:27]=[CH:26][C:25]([F:28])=[CH:24][C:21]=3[O:22][CH2:23][C:17]=2[CH:16]=1>>[CH:32]1(/[C:29](=[C:19]2\[C:20]3[CH:27]=[CH:26][C:25]([F:28])=[CH:24][C:21]=3[O:22][CH2:23][C:17]3[CH:16]=[C:15]([CH2:14][N:8]4[C:7]5[CH:9]=[CH:10][CH:11]=[CH:12][C:6]=5[N:5]=[C:4]4[CH2:1][CH2:2][CH3:3])[CH:36]=[CH:35][C:18]\2=3)/[C:30]#[N:31])[CH2:34][CH2:33]1. Procedure: Using 2-propyl-1H-benzo[d]imidazole (Synthetic Communication, 2002, vol. 32, p 3703, 55 mg, 0.33 mmol) and (E)-2-(8-bromomethyl-3-fluorodibenzo[b,e]oxepin-11(6H)-ylidene)-2-cyclopropylacetonitrile (120 mg, 0.31 mmol) obtained in Reference Example 6, and in the same manner as in Reference Example 1A, the title compound (132 mg, 92%) was obtained. Starting materials: C1CCC2=NCCCN2CC1, COCCOC, Nc1nc(OS(=O)(=O)C(F)(F)F)c([N+](=O)[O-])c(-c2ccco2)n1, OCCCCc1ccccc1. Product: Nc1nc(OCCCCc2ccccc2)c([N+](=O)[O-])c(-c2ccco2)n1. As a reaction SMILES: [CH2:35]1[CH2:36][CH2:37][C:38]2=[N:43][CH2:42][CH2:41][CH2:40][N:39]2[CH2:44][CH2:45]1.[CH3:46][O:47][CH2:48][CH2:49][O:50][CH3:51].[NH2:1][c:2]1[n:3][c:4](-[c:19]2[o:20][cH:21][cH:22][cH:23]2)[c:5]([N+:16](=[O:17])[O-:18])[c:6]([O:8][S:9]([C:10]([F:11])([F:12])[F:13])(=[O:14])=[O:15])[n:7]1.[c:24]1([CH2:30][CH2:31][CH2:32][CH2:33][OH:34])[cH:25][cH:26][cH:27][cH:28][cH:29]1>>[NH2:1][c:2]1[n:3][c:4](-[c:19]2[o:20][cH:21][cH:22][cH:23]2)[c:5]([N+:16](=[O:17])[O-:18])[c:6]([O:8][CH2:33][CH2:32][CH2:31][CH2:30][c:24]2[cH:25][cH:26][cH:27][cH:28][cH:29]2)[n:7]1.